The task is: describe an organic reaction: reactants, conditions, products, and yield. This data is from the Open Reaction Database (ORD), a public repository of structured organic reaction records. Reactants: ClCC1(NC(OC1)=O)C (4-(chloromethyl)-4-methyloxazolidin-2-one), [Br-].[Na+] (sodium bromide). Run in CN(C)C=O (DMF). Reaction conditions: temperature 80 celsius. The product is BrCC1(NC(OC1)=O)C (4-(Bromomethyl)-4-methyloxazolidin-2-one). Yield: 68.9%. RXN SMILES: Cl[CH2:2][C:3]1([CH3:9])[CH2:7][O:6][C:5](=[O:8])[NH:4]1.[Br-:10].[Na+]>CN(C=O)C>[Br:10][CH2:2][C:3]1([CH3:9])[CH2:7][O:6][C:5](=[O:8])[NH:4]1 |f:1.2|. Procedure details: To a solution of 4-(chloromethyl)-4-methyloxazolidin-2-one (1.49 g, 9.96 mmol) in DMF (100 ml) was added sodium bromide (11.02 g, 107 mmol), and the suspension heated to 80° C. for 6 h. The suspension was concentrated in vacuo and the residue purified by flash chromatography (30% to 60% ethyl acetate in hexanes) to give the title compound as a white solid (1.33 g, 6.86 mmol, 66%). 1H NMR (CDCl3, 400 MHz) δ 1.54 (s, 3H), 3.47 (s, 2H), 4.14 (d, J=9.2 Hz, 1H), 4.35 (d, J=8.8 Hz, 1H), 6.24 (br s, 1H... Reactants: COC(=O)c1ccc(C)c(Cl)n1, Nc1ccc(Cl)cc1Cl. Yields the product COC(=O)c1ccc(C)c(Nc2ccc(Cl)cc2Cl)n1. Reaction SMILES: [CH3:1][O:2][C:3](=[O:4])[c:5]1[n:6][c:7]([Cl:12])[c:8]([CH3:11])[cH:9][cH:10]1.[NH2:13][c:14]1[cH:15][cH:16][c:17]([Cl:18])[cH:19][c:20]1[Cl:21]>>[CH3:1][O:2][C:3](=[O:4])[c:5]1[n:6][c:7]([NH:13][c:14]2[cH:15][cH:16][c:17]([Cl:18])[cH:19][c:20]2[Cl:21])[c:8]([CH3:11])[cH:9][cH:10]1. Reactants: CC(C)(C)OC(=O)CC(CCCC1CCCCC1)C(=O)O, CCN=C=NCCCN(C)C, CN1CCOCC1, ClCCl, Cl, O, O, On1nnc2ccccc21, CCCS(=O)(=O)CC(N)=NO. The product is CCCS(=O)(=O)CC(N)=NOC(=O)C(CCCC1CCCCC1)CC(=O)OC(C)(C)C. As a reaction SMILES: [C:1]([CH3:2])([CH3:3])([CH3:4])[O:5][C:6]([CH2:7][CH:8]([C:9](=[O:10])[OH:11])[CH2:12][CH2:13][CH2:14][CH:15]1[CH2:16][CH2:17][CH2:18][CH2:19][CH2:20]1)=[O:21].[CH3:23][N:24]([CH3:25])[CH2:26][CH2:27][CH2:28][N:29]=[C:30]=[N:31][CH2:32][CH3:33].[CH3:34][N:35]1[CH2:36][CH2:37][O:38][CH2:39][CH2:40]1.[Cl:63][CH2:64][Cl:65].[ClH:22].[OH2:41].[OH2:66].[OH:42][n:43]1[c:44]2[cH:45][cH:46][cH:47][cH:48][c:49]2[n:50][n:51]1.[OH:52][N:53]=[C:54]([CH2:55][S:56](=[O:57])(=[O:58])[CH2:59][CH2:60][CH3:61])[NH2:62]>>[C:1]([CH3:2])([CH3:3])([CH3:4])[O:5][C:6]([CH2:7][CH:8]([C:9]([O:10][N:53]=[C:54]([CH2:55][S:56](=[O:57])(=[O:58])[CH2:59][CH2:60][CH3:61])[NH2:62])=[O:11])[CH2:12][CH2:13][CH2:14][CH:15]1[CH2:16][CH2:17][CH2:18][CH2:19][CH2:20]1)=[O:21].